From a dataset of the Open Reaction Database (ORD), a public repository of structured organic reaction records. describe an organic reaction: reactants, conditions, products, and yield The reactants are ClC1=NC=C(C(NNC)=N)C=C1 (6-chloro-N′-methylnicotinimidohydrazide), C(=O)O (Formic Acid). The product is ClC1=NC=C(C=C1)C1=NN(C=N1)C (2-chloro-5-(1-methyl-1H-1,2,4-triazol-3-yl)pyridine). As a reaction SMILES: [Cl:1][C:2]1[CH:12]=[CH:11][C:5]([C:6](=[NH:10])[NH:7][NH:8][CH3:9])=[CH:4][N:3]=1.[CH:13](O)=O>>[Cl:1][C:2]1[CH:12]=[CH:11][C:5]([C:6]2[N:10]=[CH:9][N:8]([CH3:13])[N:7]=2)=[CH:4][N:3]=1. Procedure: A solution of 6-chloro-N′-methylnicotinimidohydrazide (2BX) (2.4 g, 13 mmol) in Formic Acid (99%, 10 ml) was stirred at reflux temperature for 1 hour. Reaction was cooled and solvent evaporated. The residue was extracted with EtOAc (100 ml) and Aqueous NaHCO3 (50 ml), organic layer was separated, dried over Na2SO4, filtered and solvent evaporated. The residue chromatographed on silica gel eluting with 10% MeOH:CH2Cl2 yielding title product as a solid (1.8 g, 72%) MS (MH, 195) The reactants are C(CCC)N1C(C(=C(C2=CC=CN=C12)C1=CC(=CC=C1)OCC#CCN(CC)CC)NC(=O)NC1=C(C=CC=C1C(C)C)C(C)C)=O (N-[1-butyl-4-[3-{(4-diethylamino-2-butynyl)oxy}-phenyl]-1,2-dihydro-2-oxo-1,8-naphthyridin-3-yl]-N'-(2,6-diisopropylphenyl)urea). Reagents/catalysts: [Pd].CC(=O)[O-].CC(=O)[O-].[Pb+2] (Lindlar catalyst). Run in CO (methanol). Product: C(CCC)N1C(C(=C(C2=CC=CN=C12)C1=CC(=CC=C1)OC\C=C/CN(CC)CC)NC(=O)NC1=C(C=CC=C1C(C)C)C(C)C)=O (N-[1-butyl-4-[3-{(cis-4-diethylamino-2-butenyl)oxy}-phenyl]-1,2-dihydro-2-oxo-1,8-naphthyridin-3-yl]-N'-(2,6-diisopropylphenyl)urea). The yield is 95.6%. Reaction SMILES: [CH2:1]([N:5]1[C:14]2[C:9](=[CH:10][CH:11]=[CH:12][N:13]=2)[C:8]([C:15]2[CH:20]=[CH:19][CH:18]=[C:17]([O:21][CH2:22][C:23]#[C:24][CH2:25][N:26]([CH2:29][CH3:30])[CH2:27][CH3:28])[CH:16]=2)=[C:7]([NH:31][C:32]([NH:34][C:35]2[C:40]([CH:41]([CH3:43])[CH3:42])=[CH:39][CH:38]=[CH:37][C:36]=2[CH:44]([CH3:46])[CH3:45])=[O:33])[C:6]1=[O:47])[CH2:2][CH2:3][CH3:4]>[Pd].CC([O-])=O.CC([O-])=O.[Pb+2].CO>[CH2:1]([N:5]1[C:14]2[C:9](=[CH:10][CH:11]=[CH:12][N:13]=2)[C:8]([C:15]2[CH:20]=[CH:19][CH:18]=[C:17]([O:21][CH2:22]/[CH:23]=[CH:24]\[CH2:25][N:26]([CH2:27][CH3:28])[CH2:29][CH3:30])[CH:16]=2)=[C:7]([NH:31][C:32]([NH:34][C:35]2[C:40]([CH:41]([CH3:43])[CH3:42])=[CH:39][CH:38]=[CH:37][C:36]=2[CH:44]([CH3:46])[CH3:45])=[O:33])[C:6]1=[O:47])[CH2:2][CH2:3][CH3:4] |f:1.2.3.4|. Procedure details: A suspension of N-[1-butyl-4-[3-{(4-diethylamino-2-butynyl)oxy}-phenyl]-1,2-dihydro-2-oxo-1,8-naphthyridin-3-yl]-N'-(2,6-diisopropylphenyl)urea (300 mg, 0.45 mmol), a Lindlar catalyst (distributed by Sigma Alderich Japan, 20 mg) in methanol (20 ml) was stirred at room temperature under hydrogen atmosphere for six hours. The mixture was filtered through a cerite pad, and the filtrate was concentrated under reduced pressure. The resultant was dissolved in chloroform, and the mixture was washed wit... Reactants: ClCC=1N=C2N(C3=C(C(=NC2)C2=C(C=CC=C2)F)C=C(C=C3)I)C1 (2-chloromethyl-6-(2-fluorophenyl)-8-iodo-4H-imidazo [1,2-a][1,4]benzodiazepine), C(O)([O-])=O.[Na+] (sodium hydrogen carbonate). The solvent is O1CCOCC1 (dioxan), O (water). Run at temperature 80 celsius, time 2 hour. Yields the product FC1=C(C=CC=C1)C1=NCC=2N(C3=C1C=C(C=C3)I)C=C(N2)CO (6-(2-fluorophenyl)-8-iodo-4H-imidazo[1,2-a][1,4]benzodiazepine-2-methanol). The yield is 52.1%. RXN SMILES: Cl[CH2:2][C:3]1[N:4]=[C:5]2[CH2:11][N:10]=[C:9]([C:12]3[CH:17]=[CH:16][CH:15]=[CH:14][C:13]=3[F:18])[C:8]3[CH:19]=[C:20]([I:23])[CH:21]=[CH:22][C:7]=3[N:6]2[CH:24]=1.C(=O)([O-])[OH:26].[Na+]>O1CCOCC1.O>[F:18][C:13]1[CH:14]=[CH:15][CH:16]=[CH:17][C:12]=1[C:9]1[C:8]2[CH:19]=[C:20]([I:23])[CH:21]=[CH:22][C:7]=2[N:6]2[CH:24]=[C:3]([CH2:2][OH:26])[N:4]=[C:5]2[CH2:11][N:10]=1 |f:1.2|. Procedure details: A solution of 1.2 g of 2-chloromethyl-6-(2-fluorophenyl)-8-iodo-4H-imidazo [1,2-a][1,4]benzodiazepine in 20 ml of dioxan was treated with a solution of 0.4 g of sodium hydrogen carbonate in 10 ml of water and the mixture was stirred at 80° C. for 2 h. The mixture was filtered and the filtrate was made weakly acidic (pH 6 to 7) with aqueous 3N hydrochloric acid. The filtrate was evaporated in a vacuum and the residue was taken up in chloroform and water. The chloroform phase was washed with water...